From a dataset of the Open Reaction Database (ORD), a public repository of structured organic reaction records. describe an organic reaction: reactants, conditions, products, and yield The reactants are CC(C)CNCc1ccc(-c2cccc(S(C)(=O)=O)c2)s1, CCN(C(C)C)C(C)C, O=S(=O)(Cl)c1c(Cl)cccc1Cl, ClCCl. The product is CC(C)CN(Cc1ccc(-c2cccc(S(C)(=O)=O)c2)s1)S(=O)(=O)c1c(Cl)cccc1Cl. RXN SMILES: [CH2:1]([CH:2]([CH3:3])[CH3:4])[NH:5][CH2:6][c:7]1[s:8][c:9](-[c:12]2[cH:13][c:14]([S:18](=[O:19])(=[O:20])[CH3:21])[cH:15][cH:16][cH:17]2)[cH:10][cH:11]1.[CH:34]([N:35]([CH2:36][CH3:37])[CH:38]([CH3:39])[CH3:40])([CH3:41])[CH3:42].[Cl:22][c:23]1[c:24]([S:30](=[O:31])(=[O:32])[Cl:33])[c:25]([Cl:29])[cH:26][cH:27][cH:28]1.[Cl:43][CH2:44][Cl:45]>>[CH2:1]([CH:2]([CH3:3])[CH3:4])[N:5]([CH2:6][c:7]1[s:8][c:9](-[c:12]2[cH:13][c:14]([S:18](=[O:19])(=[O:20])[CH3:21])[cH:15][cH:16][cH:17]2)[cH:10][cH:11]1)[S:30]([c:24]1[c:23]([Cl:22])[cH:28][cH:27][cH:26][c:25]1[Cl:29])(=[O:31])=[O:32].